Dataset: the Open Reaction Database (ORD), a public repository of structured organic reaction records. Task: describe an organic reaction: reactants, conditions, products, and yield Starting materials: COC=1C=C(C=CC1OC)C1C(=C(NC(=C1C(=O)OC)C)C)C(=O)OC (dimethyl 1,4-dihydro-4-(3,4-dimethoxyphenyl)-2,6-dimethyl-3,5-pyridinedicarboxylate), CN(C=O)C (dimethylformamide), C1(=CC=CC=C1)CCCBr (3-phenylpropyl bromide). Run in C(C)OCC (diethyl ether). Run at temperature 90 celsius, time 1 hour. The product is COC=1C=C(C=CC1OC)C1C(=C(N(C(=C1C(=O)OC)C)CCCC1=CC=CC=C1)C)C(=O)OC (Dimethyl 1,4-Dihydro-4-(3,4-dimethoxyphenyl)-2,6-dimethyl-1-(3-phenylpropyl) -3,5-pyridinedicarboxylate). Isolated yield 30.0%. Reaction SMILES: [CH3:1][O:2][C:3]1[CH:4]=[C:5]([CH:11]2[C:16]([C:17]([O:19][CH3:20])=[O:18])=[C:15]([CH3:21])[NH:14][C:13]([CH3:22])=[C:12]2[C:23]([O:25][CH3:26])=[O:24])[CH:6]=[CH:7][C:8]=1[O:9][CH3:10].CN(C)C=O.[C:32]1([CH2:38][CH2:39][CH2:40]Br)[CH:37]=[CH:36][CH:35]=[CH:34][CH:33]=1>C(OCC)C>[CH3:1][O:2][C:3]1[CH:4]=[C:5]([CH:11]2[C:12]([C:23]([O:25][CH3:26])=[O:24])=[C:13]([CH3:22])[N:14]([CH2:40][CH2:39][CH2:38][C:32]3[CH:37]=[CH:36][CH:35]=[CH:34][CH:33]=3)[C:15]([CH3:21])=[C:16]2[C:17]([O:19][CH3:20])=[O:18])[CH:6]=[CH:7][C:8]=1[O:9][CH3:10]. Reported procedure: 60% Sodium hydride (0.26 g) was washed with several milliliters of anhydrous n-hexane in an argon gas atmosphere, and 10 ml dimethylformamide was added. To the resulting mixture, was added dropwise 20 ml of a dimethylformamide solution containing 2 g (5.5 mmol) dimethyl 1,4-dihydro-4-(3,4-dimethoxyphenyl)-2,6-dimethyl-3,5-pyridinedicarboxylate with stirring. The mixture was heated at 90° C. for one hour, 20 ml of a dimethylformamide solution of 3-phenylpropyl bromide was then added, and heating ... Starting materials: CC(C)(C#N)N=NC(C)(C)C#N (AIBN), Cl (HCl), CC(=O)C (acetone), ClC1=NC=CC=N1 (2-chloropyrimidine). Run in C1CCOC1 (THF), C1CCOC1 (THF). Conditions: time 0.25 hour. Product: N1=C(N=CC=C1)CC(=O)C (1-Pyrimidin-2-ylacetone). Yield: 41.6%. Reaction SMILES: [CH3:1][C:2]([CH3:4])=[O:3].CC(N=NC(C#N)(C)C)(C#N)C.Cl[C:18]1[N:23]=[CH:22][CH:21]=[CH:20][N:19]=1.Cl>C1COCC1>[N:19]1[CH:20]=[CH:21][CH:22]=[N:23][C:18]=1[CH2:1][C:2]([CH3:4])=[O:3]. Procedure: In a 100 mL flask, acetone (1.44 mL, 19.6 mmol) was added to KH (30% in oil, 2.89 g, 21.6 mmol) in THF (15 mL) at 0° C. under nitrogen. The reaction mixture was stirred for 0.25 h then additional THF (15 mL) was added. AIBN (74 mg, 0.45 mmol) followed by 2-chloropyrimidine (500 mg, 4.36 mmol) were added cautiously and the reaction mixture kept at 0° C. for 1 h. HCl 3N was added until the pH=6. The two layers were separated and the aqueous phase extracted with dichloromethane. The combined extrac...